The task is: describe an organic reaction: reactants, conditions, products, and yield. This data is from the Open Reaction Database (ORD), a public repository of structured organic reaction records. Starting materials: [Na] (Sodium), C1(=CC=CC=C1)CCC(C)=O (4-phenyl-2-butanone), C(C)(=O)OCC (ethyl acetate), Cl (hydrochloric acid). Solvent: O (H2O). The product is C1(=CC=CC=C1)CCC(CC(C)=O)=O (6-phenyl-2,4-hexanedione). Reaction SMILES: [Na].[C:2]1([CH2:8][CH2:9][C:10](=[O:12])[CH3:11])[CH:7]=[CH:6][CH:5]=[CH:4][CH:3]=1.[C:13](OCC)(=[O:15])[CH3:14].Cl>O>[C:2]1([CH2:8][CH2:9][C:10](=[O:12])[CH2:11][C:13](=[O:15])[CH3:14])[CH:7]=[CH:6][CH:5]=[CH:4][CH:3]=1 |^1:0|. Reported procedure: Sodium (23 g) was added in small portions to a solution of 4-phenyl-2-butanone (148 g, 1 mol) and ethyl acetate (264 g) at 20°-60° C. with stirring under nitrogen and then the reaction mixture was refluxed for 2 h with stirring. After cooling, the mixture was taken up in H2O (1l), neutralized with hydrochloric acid, the organic layer was separated, washed with H2O, dried over anhydrous Na2SO4 and then evaporated. The resultant residue (171 g) was distilled under reduced pressure to give the titl... Reactants: COC1=CC=C2CCC(C2=C1)=O (6-methoxy-1-indanone), [BH4-].[Na+] (sodium borohydride), fumarate salt, S1C(=CC=C1)C(=O)N1CCNCC1 (1-(2-thienylcarbonyl)piperazine). Reagents/catalysts: CC([O-])C.[Ti+4].CC([O-])C.CC([O-])C.CC([O-])C (titanium(IV) isopropoxide). Product: S1C(=CC=C1)C(=O)N1CCN(CC1)C1CCC2=CC=C(C=C12)OC (1-(2-Thienylcarbonyl)-4-(6-methoxy-indan-1-yl)piperazine), product. As a reaction SMILES: [CH3:1][O:2][C:3]1[CH:11]=[C:10]2[C:6]([CH2:7][CH2:8][C:9]2=O)=[CH:5][CH:4]=1.[S:13]1[CH:17]=[CH:16][CH:15]=[C:14]1[C:18]([N:20]1[CH2:25][CH2:24][NH:23][CH2:22][CH2:21]1)=[O:19].[BH4-].[Na+]>CC(C)[O-].[Ti+4].CC(C)[O-].CC(C)[O-].CC(C)[O-]>[S:13]1[CH:17]=[CH:16][CH:15]=[C:14]1[C:18]([N:20]1[CH2:21][CH2:22][N:23]([CH:9]2[C:10]3[C:6](=[CH:5][CH:4]=[C:3]([O:2][CH3:1])[CH:11]=3)[CH2:7][CH2:8]2)[CH2:24][CH2:25]1)=[O:19] |f:2.3,4.5.6.7.8|. Procedure details: The title compound was prepared by the above procedure using 6-methoxy-1-indanone (2.6 g, 13.2 mmol), 1-(2-thienylcarbonyl)piperazine (2.1 g, 13.2 mol), titanium(IV) isopropoxide (5 mL, 15 mmol) and sodium borohydride (2.7 g, 67 mmol) to give 1.5 g of product as the fumarate salt. Reactants: CCN(CC)CCc1cccc(Nc2ncc3c(n2)N(c2cccc(C#N)c2)C(=O)N(c2ccc(OC)cc2)C3C)c1, CS(C)=O, N#Cc1ccccc1, [Na+], [OH-], O, OO. Product: CCN(CC)CCc1cccc(Nc2ncc3c(n2)N(c2cccc(C(N)=O)c2)C(=O)N(c2ccc(OC)cc2)C3C)c1. Reaction SMILES: [CH2:1]([CH3:2])[N:3]([CH2:4][CH2:5][c:6]1[cH:7][c:8]([NH:12][c:13]2[n:14][cH:15][c:16]3[c:17]([n:18]2)[N:19]([c:33]2[cH:34][c:35]([C:36]#[N:37])[cH:38][cH:39][cH:40]2)[C:20](=[O:32])[N:21]([c:24]2[cH:25][cH:26][c:27]([O:30][CH3:31])[cH:28][cH:29]2)[CH:22]3[CH3:23])[cH:9][cH:10][cH:11]1)[CH2:41][CH3:42].[CH3:55][S:56](=[O:57])[CH3:58].[N:45]#[C:46][c:47]1[cH:48][cH:49][cH:50][cH:51][cH:52]1.[Na+:44].[OH-:43].[OH2:59].[OH:53][OH:54]>>[CH2:1]([CH3:2])[N:3]([CH2:4][CH2:5][c:6]1[cH:7][c:8]([NH:12][c:13]2[n:14][cH:15][c:16]3[c:17]([n:18]2)[N:19]([c:33]2[cH:34][c:35]([C:36]([NH2:37])=[O:43])[cH:38][cH:39][cH:40]2)[C:20](=[O:32])[N:21]([c:24]2[cH:25][cH:26][c:27]([O:30][CH3:31])[cH:28][cH:29]2)[CH:22]3[CH3:23])[cH:9][cH:10][cH:11]1)[CH2:41][CH3:42].